From a dataset of the Open Reaction Database (ORD), a public repository of structured organic reaction records. describe an organic reaction: reactants, conditions, products, and yield Starting materials: C(C)I (ethyl iodide), [H-].[Na+] (sodium hydride), OC=1C(=C2CCC(OC2=C(C1C)C)(COC1=CC=C(C=C1)[N+](=O)[O-])C)C (6-hydroxy-2,5,7,8-tetramethyl-2-(4-nitrophenoxymethyl)chroman), CN(C=O)C (dimethylformamide). Procedure: 1.6 g of a 55% w/w suspension of sodium hydride in mineral oil was added to a mixture of 11 g of 6-hydroxy-2,5,7,8-tetramethyl-2-(4-nitrophenoxymethyl)chroman and 100 ml of dimethylformamide, and the reaction mixture was stirred for 1 hour at room temperature. Then a mixture of 5.7 g of ethyl iodide and 5 ml of benzene was added dropwise, whilst ice-cooling, and the reaction mixture was stirred for 2 hours at room temperature. The reaction mixture was then poured into water and extracted with be... Reaction SMILES: [H-].[Na+].[OH:3][C:4]1[C:5]([CH3:28])=[C:6]2[C:11](=[C:12]([CH3:15])[C:13]=1[CH3:14])[O:10][C:9]([CH3:27])([CH2:16][O:17][C:18]1[CH:23]=[CH:22][C:21]([N+:24]([O-:26])=[O:25])=[CH:20][CH:19]=1)[CH2:8][CH2:7]2.CN(C)C=O.[CH2:34](I)[CH3:35]>O.C1C=CC=CC=1>[CH2:34]([O:3][C:4]1[C:5]([CH3:28])=[C:6]2[C:11](=[C:12]([CH3:15])[C:13]=1[CH3:14])[O:10][C:9]([CH3:27])([CH2:16][O:17][C:18]1[CH:23]=[CH:22][C:21]([N+:24]([O-:26])=[O:25])=[CH:20][CH:19]=1)[CH2:8][CH2:7]2)[CH3:35] |f:0.1|. Run in C1=CC=CC=C1 (benzene), O (water). Product: C(C)OC=1C(=C2CCC(OC2=C(C1C)C)(COC1=CC=C(C=C1)[N+](=O)[O-])C)C (6-Ethoxy-2,5,7,8-tetramethyl-2-(4-nitrophenoxymethyl)chroman). Run at time 1 hour. Reactants: CO, CCN(C(C)C)C(C)C, O=C(O)Cc1ccc(Cl)c(C(F)(F)F)c1, Nc1cccc2c(=O)n(Cc3ccc(C(F)(F)F)nc3)ccc12, O=S(Cl)Cl. Product: O=C(Cc1ccc(Cl)c(C(F)(F)F)c1)Nc1cccc2c(=O)n(Cc3ccc(C(F)(F)F)nc3)ccc12. As a reaction SMILES: [CH3:48][OH:49].[CH:39]([N:40]([CH2:41][CH3:42])[CH:43]([CH3:44])[CH3:45])([CH3:46])[CH3:47].[Cl:1][c:2]1[c:3]([C:12]([F:13])([F:14])[F:15])[cH:4][c:5]([CH2:8][C:9](=[O:10])[OH:11])[cH:6][cH:7]1.[NH2:16][c:17]1[c:18]2[cH:19][cH:20][n:21]([CH2:28][c:29]3[cH:30][n:31][c:32]([C:35]([F:36])([F:37])[F:38])[cH:33][cH:34]3)[c:22](=[O:27])[c:23]2[cH:24][cH:25][cH:26]1.[S:50]([Cl:51])([Cl:52])=[O:53]>>[Cl:1][c:2]1[c:3]([C:12]([F:13])([F:14])[F:15])[cH:4][c:5]([CH2:8][C:9](=[O:11])[NH:16][c:17]2[c:18]3[cH:19][cH:20][n:21]([CH2:28][c:29]4[cH:30][n:31][c:32]([C:35]([F:36])([F:37])[F:38])[cH:33][cH:34]4)[c:22](=[O:27])[c:23]3[cH:24][cH:25][cH:26]2)[cH:6][cH:7]1. Solvent: O (water), CN(C=O)C (N,N-dimethylformamide), C(Cl)(Cl)Cl (chloroform), O1CCCC1 (tetrahydrofuran). Procedure: Under an argon atmosphere, to a mixture of N-allylmorpholine (274 μL) and tetrahydrofuran (5 mL) was added 9-borabicyclo[3.3.1]nonane (0.5 M tetrahydrofuran solution 4.01 mL) under ice-cooling, followed by stirring at 60° C. for 1 hour. After leaving to be cooled, to the reactant were added a mixture of 5-(3-aminophenoxy)-3-{[3-bromo-4-(4-methylpiperazin-1-yl)phenyl]amino}pyrazine-2-carboxamide (1 g), N,N-dimethylformamide (10 mL), and potassium carbonate (1.39 g), water (1 mL), and a 1,1′-bis(d... Product: NC=1C=C(OC=2N=C(C(=NC2)C(=O)N)NC2=CC(=C(C=C2)N2CCN(CC2)C)CCCN2CCOCC2)C=CC1 (5-(3-aminophenoxy)-3-({4-(4-methylpiperazin-1-yl)-3-[3-(morpholin-4-yl) propyl]phenyl}amino)pyrazine-2-carboxamide). Conditions: temperature 60 celsius, time 1 hour. RXN SMILES: [CH2:1]([N:4]1[CH2:9][CH2:8][O:7][CH2:6][CH2:5]1)[CH:2]=[CH2:3].C12BC(CCC1)CCC2.[NH2:19][C:20]1[CH:21]=[C:22]([CH:48]=[CH:49][CH:50]=1)[O:23][C:24]1[N:25]=[C:26]([NH:33][C:34]2[CH:39]=[CH:38][C:37]([N:40]3[CH2:45][CH2:44][N:43]([CH3:46])[CH2:42][CH2:41]3)=[C:36](Br)[CH:35]=2)[C:27]([C:30]([NH2:32])=[O:31])=[N:28][CH:29]=1.C(=O)([O-])[O-].[K+].[K+]>C(Cl)(Cl)Cl.O.CN(C)C=O.O1CCCC1>[NH2:19][C:20]1[CH:21]=[C:22]([CH:48]=[CH:49][CH:50]=1)[O:23][C:24]1[N:25]=[C:26]([NH:33][C:34]2[CH:35]=[CH:36][C:37]([N:40]3[CH2:45][CH2:44][N:43]([CH3:46])[CH2:42][CH2:41]3)=[C:38]([CH2:3][CH2:2][CH2:1][N:4]3[CH2:9][CH2:8][O:7][CH2:6][CH2:5]3)[CH:39]=2)[C:27]([C:30]([NH2:32])=[O:31])=[N:28][CH:29]=1 |f:3.4.5|. Starting materials: NC=1C=C(OC=2N=C(C(=NC2)C(=O)N)NC2=CC(=C(C=C2)N2CCN(CC2)C)Br)C=CC1 (5-(3-aminophenoxy)-3-{[3-bromo-4-(4-methylpiperazin-1-yl)phenyl]amino}pyrazine-2-carboxamide), C([O-])([O-])=O.[K+].[K+] (potassium carbonate), C12CCCC(CCC1)B2 (9-borabicyclo[3.3.1]nonane), C(C=C)N1CCOCC1 (N-allylmorpholine). Reactants: CN(C1=CC=C(CNC(=O)C=2N(C3=CC=CC(=C3C2)OCC2=CC=CC=C2)CC2=CC(=CC=C2)C(N)=S)C=C1)C (4-benzyloxy-1-(3-thiocarbamoyl-benzyl)-1H-indole-2-carboxylic acid 4-(dimethylamino)-benzylamide), CI (methyl iodide), C(C)(=O)O (acetic acid), C(C)(=O)[O-].[NH4+] (ammonium acetate). The solvent is CC(=O)C (acetone), CO (methanol), CC(=O)C (acetone). Yields the product I.[I-].C(N)(=N)C=1C=C(CN2C(=CC3=C(C=CC=C23)OCC2=CC=CC=C2)C(=O)NCC2=CC=C(C=C2)[N+](C)(C)C)C=CC1 ([4-({[1-(3-Amidino-benzyl)-4-benzyloxy-1H-indole-2-carbonyl]-amino}-methyl)-phenyl]-trimethyl-ammonium iodide hydroiodide). The yield is 75.3%. RXN SMILES: [CH3:1][N:2]([CH3:40])[C:3]1[CH:39]=[CH:38][C:6]([CH2:7][NH:8][C:9]([C:11]2[N:12]([CH2:28][C:29]3[CH:34]=[CH:33][CH:32]=[C:31]([C:35](=S)[NH2:36])[CH:30]=3)[C:13]3[C:18]([CH:19]=2)=[C:17]([O:20][CH2:21][C:22]2[CH:27]=[CH:26][CH:25]=[CH:24][CH:23]=2)[CH:16]=[CH:15][CH:14]=3)=[O:10])=[CH:5][CH:4]=1.C[I:42].[C:43](O)(=O)C.C([O-])(=O)C.[NH4+:51]>CC(C)=O.CO>[IH:42].[I-:42].[C:35]([C:31]1[CH:30]=[C:29]([CH:34]=[CH:33][CH:32]=1)[CH2:28][N:12]1[C:13]2[C:18](=[C:17]([O:20][CH2:21][C:22]3[CH:27]=[CH:26][CH:25]=[CH:24][CH:23]=3)[CH:16]=[CH:15][CH:14]=2)[CH:19]=[C:11]1[C:9]([NH:8][CH2:7][C:6]1[CH:38]=[CH:39][C:3]([N+:2]([CH3:40])([CH3:43])[CH3:1])=[CH:4][CH:5]=1)=[O:10])(=[NH:36])[NH2:51] |f:3.4,7.8.9|. Procedure: This compound was prepared from 4-benzyloxy-1-(3-thiocarbamoyl-benzyl)-1H-indole-2-carboxylic acid 4-(dimethylamino)-benzylamide (342 mg, 0.62 mmol), acetone (15 ml), methyl iodide (0.98 ml, 15 mmol), acetic acid (0.4 m, 0.7 mmol), ammonium acetate (809 mg, 10 mmol), and methanol (7 ml) as described in example 1/5 but the solvent for the methylation was pure acetone. The crude material was purified by flash chromatography on RP18 material with ethanol/water/acetic acid 1:1:0.1 to give 374 mg of ... The reactants are C(C)OC1=C(C=C2C(=N[C@@H]3CC[C@H](C[C@@H]3C2=C1)O)C=1C=CC(N(C1)C)=O)OC (5-((2R,4aR,10bR)-9-Ethoxy-2-hydroxy-8-methoxy-1,2,3,4,4a,10b-hexahydro-phenanthridin-6-yl)-1-methyl-1H-pyridin-2-one), O=C(C(=O)O)CCC(=O)O (2-oxo-pentanedioic acid). Run in CC(=O)C (acetone). Yields the product O=C(C(=O)O)CCC(=O)O.C(C)OC1=C(C=C2C(=N[C@@H]3CC[C@H](C[C@@H]3C2=C1)O)C=1C=CC(N(C1)C)=O)OC (5-((2R,4aR,10bR)-9-Ethoxy-2-hydroxy-8-methoxy-1,2,3,4,4a,10b-hexahydro-phenanthridin-6-yl)-1-methyl-1H-pyridin-2-one 2-oxoglutarate). The yield is 66.8%. RXN SMILES: [CH2:1]([O:3][C:4]1[CH:17]=[C:16]2[C:7]([C:8]([C:19]3[CH:20]=[CH:21][C:22](=[O:26])[N:23]([CH3:25])[CH:24]=3)=[N:9][C@H:10]3[C@@H:15]2[CH2:14][C@H:13]([OH:18])[CH2:12][CH2:11]3)=[CH:6][C:5]=1[O:27][CH3:28])[CH3:2].[O:29]=[C:30]([CH2:34][CH2:35][C:36]([OH:38])=[O:37])[C:31]([OH:33])=[O:32]>CC(C)=O>[O:29]=[C:30]([CH2:34][CH2:35][C:36]([OH:38])=[O:37])[C:31]([OH:33])=[O:32].[CH2:1]([O:3][C:4]1[CH:17]=[C:16]2[C:7]([C:8]([C:19]3[CH:20]=[CH:21][C:22](=[O:26])[N:23]([CH3:25])[CH:24]=3)=[N:9][C@H:10]3[C@@H:15]2[CH2:14][C@H:13]([OH:18])[CH2:12][CH2:11]3)=[CH:6][C:5]=1[O:27][CH3:28])[CH3:2] |f:3.4|. Procedure: 5-((2R,4aR,10bR)-9-Ethoxy-2-hydroxy-8-methoxy-1,2,3,4,4a,10b-hexahydro-phenanthridin-6-yl)-1-methyl-1H-pyridin-2-one (38.2 mg, 0.1 mmol) are dissolved in 0.5 ml of acetone. 16.1 mg (0.11 mmol) of 2-oxo-pentanedioic acid (dissolved in 0.5 ml of acetone) are added. The crystals are filtered off and dried to obtain 35.3 mg (67%) of the title compound (m.p.: 147° C.). The reactants are FC1=C(CC2(CCC2)CO)C(=CC=C1)F ([1-(2,6-difluorobenzyl)cyclobutyl]methanol), Cl.N[C@@H](CCCCNC(=O)N1CCOCC1)C(C(N[C@H](C)C1=CC=CC=C1)=O)O (N-((5S)-5-amino-6-hydroxy-7-oxo-7-{[(1R)-1-phenylethyl]amino}heptyl)-4-morpholinecarboxamide hydrochloride), C(C1=CC=CC=C1)C1(CCCCC1)CO ((1-benzylcyclohexyl)methanol), Cl.N[C@H](C(C(=O)N[C@H](C)C1=CC=CC=C1)O)CCCCNC(=O)NC ((3S)-3-amino-2-hydroxy-7-{[(methylamino)carbonyl]amino}-N-[(1R)-1-phenylethyl]heptanamide hydrochloride). The product is OC(C(N[C@H](C)C1=CC=CC=C1)=O)[C@H](CCCCNC(=O)NC)NC(OCC1(CCC1)CC1=C(C=CC=C1F)F)=O ([1-(2,6-Difluorobenzyl)cyclobutyl]methyl(1S)-1-(1-hydroxy-2-oxo-2-{[(1R)-1-phenylethyl]amino}ethyl)-5-{[(methylamino)carbonyl]amino}pentylcarbamate). Reaction SMILES: [F:1][C:2]1[CH:14]=[CH:13][CH:12]=[C:11]([F:15])[C:3]=1[CH2:4][C:5]1([CH2:9][OH:10])[CH2:8][CH2:7][CH2:6]1.C(C1([CH2:29][OH:30])CCCCC1)C1C=CC=CC=1.Cl.[NH2:32][C@@H:33]([CH2:47][CH2:48][CH2:49][CH2:50][NH:51][C:52]([NH:54][CH3:55])=[O:53])[CH:34]([OH:46])[C:35]([NH:37][C@@H:38]([C:40]1[CH:45]=[CH:44][CH:43]=[CH:42][CH:41]=1)[CH3:39])=[O:36].Cl.N[C@H](C(O)C(=O)N[C@@H](C1C=CC=CC=1)C)CCCCNC(N1CCOCC1)=O>>[OH:46][CH:34]([C@@H:33]([NH:32][C:29](=[O:30])[O:10][CH2:9][C:5]1([CH2:4][C:3]2[C:2]([F:1])=[CH:14][CH:13]=[CH:12][C:11]=2[F:15])[CH2:6][CH2:7][CH2:8]1)[CH2:47][CH2:48][CH2:49][CH2:50][NH:51][C:52]([NH:54][CH3:55])=[O:53])[C:35](=[O:36])[NH:37][C@@H:38]([C:40]1[CH:41]=[CH:42][CH:43]=[CH:44][CH:45]=1)[CH3:39] |f:2.3,4.5|. Reported procedure: [1-(2,6-Difluorobenzyl)cyclobutyl]methyl(1S)-1-(1-hydroxy-2-oxo-2-{[(1R)-1-phenylethyl]amino}ethyl)-5-{[(methylamino)carbonyl]amino}pentylcarbamate was prepared as in example 9i except that [1-(2,6-difluorobenzyl)cyclobutyl]methanol was substituted for (1-benzylcyclohexyl)methanol, and (3S)-3-amino-2-hydroxy-7-{[(methylamino)carbonyl]amino}-N-[(1R)-1-phenylethyl]heptanamide hydrochloride was substituted for N-((5S)-5-amino-6-hydroxy-7-oxo-7-{[(1R)-1-phenylethyl]amino}heptyl)-4-morpholinecarboxam... The reactants are ClC=1C=C(C=CC1O)CC(=O)O (3-chloro-4-hydroxyphenylacetic acid), II (iodine crystals). Run in O (water), C(C)(=O)O (acetic acid). The product is ClC=1C=C(C=C(C1O)I)CC(=O)O (3-chloro-5-iodo-4-hydroxyphenylacetic acid). Reaction SMILES: [Cl:1][C:2]1[CH:3]=[C:4]([CH2:9][C:10]([OH:12])=[O:11])[CH:5]=[CH:6][C:7]=1[OH:8].[I:13]I>C(O)(=O)C.O>[Cl:1][C:2]1[CH:3]=[C:4]([CH2:9][C:10]([OH:12])=[O:11])[CH:5]=[C:6]([I:13])[C:7]=1[OH:8]. Reported procedure: To a solution of 3-chloro-4-hydroxyphenylacetic acid (1.25 g) in glacial acetic acid (20 mL) was added 2.0 g of iodine crystals while stirring. The mixture was stirred in dark at ambient temperature for 2 days. The resulting mixture was diluted with water, extracted with ethyl acetate, dried and concentrated in vacuo to afford 3-chloro-5-iodo-4-hydroxyphenylacetic acid. This crude product was dissolved in methanol (30 mL), treated with concentrated sulfuric acid (2 mL) carefully, stirred at refl...